This data is from the Open Reaction Database (ORD), a public repository of structured organic reaction records. The task is: describe an organic reaction: reactants, conditions, products, and yield Starting materials: Cl (HCl), C(C)(C)(C)OC(N[C@@H](CC1CCCCC1)C(N[C@@H]1[C@H](CN([C@@H](CC1)C)CCC)O)=O)=O ([(S)-2-Cyclohexyl-1-((3S,4S,7R)-3-hydroxy-7-methyl-1-propyl-azepan-4-ylcarbamoyl)-ethyl]-carbamic acid tert-butyl ester). Run in O1CCOCC1 (dioxane), CO (MeOH). Conditions: time 2 hour. Product: N[C@H](C(=O)N[C@@H]1[C@H](CN([C@@H](CC1)C)CCC)O)CC1CCCCC1 ((S)-2-Amino-3-cyclohexyl-N-((3S,4S,7R)-3-hydroxy-7-methyl-1-propyl-azepan-4-yl)-propionamide). RXN SMILES: Cl.C(OC(=O)[NH:8][C@H:9]([C:17](=[O:31])[NH:18][C@H:19]1[CH2:25][CH2:24][C@@H:23]([CH3:26])[N:22]([CH2:27][CH2:28][CH3:29])[CH2:21][C@@H:20]1[OH:30])[CH2:10][CH:11]1[CH2:16][CH2:15][CH2:14][CH2:13][CH2:12]1)(C)(C)C>O1CCOCC1.CO>[NH2:8][C@@H:9]([CH2:10][CH:11]1[CH2:12][CH2:13][CH2:14][CH2:15][CH2:16]1)[C:17]([NH:18][C@H:19]1[CH2:25][CH2:24][C@@H:23]([CH3:26])[N:22]([CH2:27][CH2:28][CH3:29])[CH2:21][C@@H:20]1[OH:30])=[O:31]. Procedure: HCl in dioxane (4.0 M, 15 ml) was added to a stirred solution of [(S)-2-Cyclohexyl-1-((3S,4S,7R)-3-hydroxy-7-methyl-1-propyl-azepan-4-ylcarbamoyl)-ethyl]-carbamic acid tert-butyl ester (1.4 g, 3.0 mmol) in MeOH (5 ml). The reaction mixture was stirred for 2 h at RT, then was concentrated in vacuo by rotary evaporation and was used in the next reaction without further purification (1.4 g).